This data is from the Open Reaction Database (ORD), a public repository of structured organic reaction records. The task is: describe an organic reaction: reactants, conditions, products, and yield Starting materials: CC1(COC2(OC1)CCC(CC2)(O)CCN[C@@H](C)C2=CC=C(C=C2)C(F)(F)F)C (3,3-dimethyl-9-{2-[(S)-1-(4-trifluoromethyl-phenyl)-ethylamino]-ethyl}-1,5-dioxa-spiro[5.5]undecan-9-ol), ClC(Cl)(OC(OC(Cl)(Cl)Cl)=O)Cl (triphosgene), crude product, CC1(COC2(CCC3(CCN(C(O3)=O)[C@@H](C)C3=CC=C(C=C3)C(F)(F)F)CC2)OC1)C (12,12-dimethyl-3-[(S)-1-(4-trifluoromethyl-phenyl)-ethyl]-1,10,14-trioxa-3-aza-dispiro[5.2.5.2]hexadecan-2-one), Intermediate 2, Intermediate 2. Product: FC(C1=CC=C(C=C1)[C@H](C)N1C(OC2(CC1)CCC(CC2)=O)=O)(F)F (3-[(S)-1-(4-Trifluoromethyl-phenyl)-ethyl]-1-oxa-3-aza-spiro[5.5]undecane-2,9-dione). RXN SMILES: CC1(C)COC2(CCC(CCN[C@H](C3C=CC(C(F)(F)F)=CC=3)C)(O)CC2)OC1.ClC(Cl)(OC(=O)OC(Cl)(Cl)Cl)Cl.CC1(C)CO[C:46]2([CH2:69][CH2:68][C:49]3([O:54][C:53](=[O:55])[N:52]([C@H:56]([C:58]4[CH:63]=[CH:62][C:61]([C:64]([F:67])([F:66])[F:65])=[CH:60][CH:59]=4)[CH3:57])[CH2:51][CH2:50]3)[CH2:48][CH2:47]2)[O:45]C1>>[F:67][C:64]([F:65])([F:66])[C:61]1[CH:62]=[CH:63][C:58]([C@@H:56]([N:52]2[CH2:51][CH2:50][C:49]3([CH2:68][CH2:69][C:46](=[O:45])[CH2:47][CH2:48]3)[O:54][C:53]2=[O:55])[CH3:57])=[CH:59][CH:60]=1. Reported procedure: The title compound is prepared from 3,3-dimethyl-9-{2-[(S)-1-(4-trifluoromethyl-phenyl)-ethylamino]-ethyl}-1,5-dioxa-spiro[5.5]undecan-9-ol and triphosgene following a procedure analogous to that described in Step 4 of Intermediate 2; the crude product, a mixture of the title compound and 12,12-dimethyl-3-[(S)-1-(4-trifluoromethyl-phenyl)-ethyl]-1,10,14-trioxa-3-aza-dispiro[5.2.5.2]hexadecan-2-one, obtained after that is treated as described in Step 10 of Intermediate 2 to convert the intermedia... The reactants are COC1=CC(=CC=C1O)\C=C\C(=O)CC(=O)\C=C\C1=CC=C(O)C(OC)=C1 (curcumin), C(\C=C/C=CC=CC=CC=CC=CCCCCCCCCC)(=O)O (cis-docosahexaenoic acid), C1(CCCCC1)N=C=NC1CCCCC1 (N,N′-dicyclohexylcarbodiimide). The reagents and catalysts are CN(C1=CC=NC=C1)C (4-(dimethylamino)pyridine). Solvent: O (water), C(Cl)Cl (DCM), C(Cl)Cl (DCM). Run at time 16 hour. Product: C(C=CC=CC=CC=CC=CC=CCCCCCCCCC)(=O)OC1=C(C=C(C=C1)C=CC(CC(C=CC1=CC(=C(C=C1)O)OC)=O)=O)OC (1-(4-Docosahexaenoyloxy-3-methoxyphenyl)-7-(4-hydroxy-3-methoxy-phenyl)-1,6-heptadiene-3,5-dione). Yield: 45.5%. As a reaction SMILES: [CH3:1][O:2][C:3]1[C:8]([OH:9])=[CH:7][CH:6]=[C:5](/[CH:10]=[CH:11]/[C:12]([CH2:14][C:15](/[CH:17]=[CH:18]/[C:19]2[CH:27]=[C:24]([O:25][CH3:26])[C:22]([OH:23])=[CH:21][CH:20]=2)=[O:16])=[O:13])[CH:4]=1.[C:28](O)(=[O:50])/[CH:29]=[CH:30]\[CH:31]=[CH:32][CH:33]=[CH:34][CH:35]=[CH:36][CH:37]=[CH:38][CH:39]=[CH:40][CH2:41][CH2:42][CH2:43][CH2:44][CH2:45][CH2:46][CH2:47][CH2:48][CH3:49].C1(N=C=NC2CCCCC2)CCCCC1>CN(C)C1C=CN=CC=1.C(Cl)Cl.O>[C:28]([O:9][C:8]1[CH:7]=[CH:6][C:5]([CH:10]=[CH:11][C:12](=[O:13])[CH2:14][C:15](=[O:16])[CH:17]=[CH:18][C:19]2[CH:20]=[CH:21][C:22]([OH:23])=[C:24]([O:25][CH3:26])[CH:27]=2)=[CH:4][C:3]=1[O:2][CH3:1])(=[O:50])[CH:29]=[CH:30][CH:31]=[CH:32][CH:33]=[CH:34][CH:35]=[CH:36][CH:37]=[CH:38][CH:39]=[CH:40][CH2:41][CH2:42][CH2:43][CH2:44][CH2:45][CH2:46][CH2:47][CH2:48][CH3:49]. Procedure details: To a solution of curcumin (300 mg, 0.81 mmol), cis-docosahexaenoic acid (275 mg, 0.83 mmol) and catalytic amount of 4-(dimethylamino)pyridine in DCM (10 mL) was added a solution of N,N′-dicyclohexylcarbodiimide (252 mg, 1.2 mmol) in DCM (5 mL) for 5 min at ice cold temperature. The mixture was stirred at rt for 16 h and diluted with water. DCM layer was separated and the aqueous layer was extracted with DCM (3×100 mL). The combined DCM layer was washed with water, brine and dried over sodium sul... Starting materials: COC1=C(C=C(C=C1)NC(C(C)C)=O)C1CCNCC1 (N-[4-methoxy-3-(4-piperidinyl)phenyl]-2-methylpropanamide), C(C(C)C)(=O)Cl (isobutyryl chloride), CC1(OB(OC1(C)C)C=1CCN(CC1)C(=O)OC(C)(C)C)C (tert-butyl 4-(4,4,5,5-tetramethyl-1,3,2-dioxaborolan-2-yl)-3,6-dihydro-1(2H)-pyridinecarboxylate), BrC1=CC(=C(C=C1)O)[N+](=O)[O-] (4-bromo-2-nitrophenol). The product is OC1=C(C=C(C=C1)C1CCNCC1)NC(C(C)C)=O (N-[2-HYDROXY-5-(4-PIPERIDINYL)PHENYL]-2-METHYLPROPANAMIDE). As a reaction SMILES: CO[C:3]1[CH:8]=[CH:7][C:6]([NH:9][C:10](=[O:14])[CH:11]([CH3:13])[CH3:12])=[CH:5][C:4]=1[CH:15]1[CH2:20][CH2:19][NH:18][CH2:17][CH2:16]1.CC1(C)C(C)(C)OB(C2CCN(C(OC(C)(C)C)=O)CC=2)[O:23]1.BrC1C=CC(O)=C([N+]([O-])=O)C=1.C(Cl)(=O)C(C)C>>[OH:23][C:7]1[CH:8]=[CH:3][C:4]([CH:15]2[CH2:20][CH2:19][NH:18][CH2:17][CH2:16]2)=[CH:5][C:6]=1[NH:9][C:10](=[O:14])[CH:11]([CH3:13])[CH3:12]. Procedure details: Prepared by the procedure for N-[4-methoxy-3-(4-piperidinyl)phenyl]-2-methylpropanamide using tert-butyl 4-(4,4,5,5-tetramethyl-1,3,2-dioxaborolan-2-yl)-3,6-dihydro-1(2H)-pyridinecarboxylate and 4-bromo-2-nitrophenol and acylating with isobutyryl chloride: ESMS m/e: 263.4 (M+H)+. Reactants: ClC1=CC=C(C=C1)S(=O)(=O)Cl (4-chlorobenzenesulfonyl chloride), NC1=CC=C(C=C1)CCNC(CC)C(=O)OC(C)(C)C (2-(4-aminophenyl)ethyl-1-(tert-butoxycarbonyl)propylamine). Product: ClC1=CC=C(C=C1)S(=O)(=O)NC1=CC=C(C=C1)CCNCCC (2-[4-(4-chlorobenzenesulfonamido)phenyl]ethyl-1-propylamine). Reaction SMILES: [Cl:1][C:2]1[CH:7]=[CH:6][C:5]([S:8](Cl)(=[O:10])=[O:9])=[CH:4][CH:3]=1.[NH2:12][C:13]1[CH:18]=[CH:17][C:16]([CH2:19][CH2:20][NH:21][CH:22](C(OC(C)(C)C)=O)[CH2:23][CH3:24])=[CH:15][CH:14]=1>>[Cl:1][C:2]1[CH:7]=[CH:6][C:5]([S:8]([NH:12][C:13]2[CH:14]=[CH:15][C:16]([CH2:19][CH2:20][NH:21][CH2:22][CH2:23][CH3:24])=[CH:17][CH:18]=2)(=[O:10])=[O:9])=[CH:4][CH:3]=1. Reported procedure: Using procedure 4, 4-chlorobenzenesulfonyl chloride was added to 2-(4-aminophenyl)ethyl-1-(tert-butoxycarbonyl)propylamine to give the title compound as a solid, m.p. 137-140° C. Starting materials: CC(=O)O[BH-](OC(C)=O)OC(C)=O, CC(=O)O, CN(C)C=O, CS(=O)(=O)Nc1cc(C(O)CN)ccc1O, [Na+], CCOC(=O)CNS(=O)(=O)c1ccc(N2CCC(=O)CC2)cc1. Yields the product CCOC(=O)CNS(=O)(=O)c1ccc(N2CCC(NCC(O)c3ccc(O)c(NS(C)(=O)=O)c3)CC2)cc1. Reaction SMILES: [C:44]([O:45][BH-:46]([O:47][C:48](=[O:49])[CH3:50])[O:51][C:52](=[O:53])[CH3:54])(=[O:55])[CH3:56].[CH3:1][C:2](=[O:3])[OH:4].[CH3:58][N:59]([CH3:60])[CH:61]=[O:62].[NH2:5][CH2:6][CH:7]([OH:8])[c:9]1[cH:10][cH:11][c:12]([OH:20])[c:13]([NH:15][S:16](=[O:17])(=[O:18])[CH3:19])[cH:14]1.[Na+:57].[O:21]=[C:22]1[CH2:23][CH2:24][N:25]([c:28]2[cH:29][cH:30][c:31]([S:34](=[O:35])(=[O:36])[NH:37][CH2:38][C:39](=[O:40])[O:41][CH2:42][CH3:43])[cH:32][cH:33]2)[CH2:26][CH2:27]1>>[NH:5]([CH2:6][CH:7]([OH:8])[c:9]1[cH:10][cH:11][c:12]([OH:20])[c:13]([NH:15][S:16](=[O:17])(=[O:18])[CH3:19])[cH:14]1)[CH:22]1[CH2:23][CH2:24][N:25]([c:28]2[cH:29][cH:30][c:31]([S:34](=[O:35])(=[O:36])[NH:37][CH2:38][C:39](=[O:40])[O:41][CH2:42][CH3:43])[cH:32][cH:33]2)[CH2:26][CH2:27]1. The reactants are C1COCCO1, CCOC(C)=O, COC(=O)CCC(C)=CCc1c(OC)c(C)c2c(c1OS(=O)(=O)C(F)(F)F)C(=O)OC2, N#C[K], [Pd], c1ccc(P(c2ccccc2)c2ccccc2)cc1, c1ccc(P(c2ccccc2)c2ccccc2)cc1, c1ccc(P(c2ccccc2)c2ccccc2)cc1, c1ccc(P(c2ccccc2)c2ccccc2)cc1. The product is COC(=O)CCC(C)=CCc1c(C#N)c2c(c(C)c1OC)COC2=O. Reaction SMILES: [CH2:41]1[O:42][CH2:43][CH2:44][O:45][CH2:46]1.[CH3:35][CH2:36][O:37][C:38](=[O:39])[CH3:40].[F:1][C:2]([F:3])([F:4])[S:5]([O:6][c:7]1[c:8]2[c:12]([c:13]([CH3:28])[c:14]([O:26][CH3:27])[c:15]1[CH2:16][CH:17]=[C:18]([CH2:19][CH2:20][C:21](=[O:22])[O:23][CH3:24])[CH3:25])[CH2:11][O:10][C:9]2=[O:29])(=[O:30])=[O:31].[K:32][C:33]#[N:34].[Pd:47].[c:105]1([P:106]([c:107]2[cH:108][cH:109][cH:110][cH:111][cH:112]2)[c:113]2[cH:114][cH:115][cH:116][cH:117][cH:118]2)[cH:119][cH:120][cH:121][cH:122][cH:123]1.[c:48]1([P:49]([c:50]2[cH:51][cH:52][cH:53][cH:54][cH:55]2)[c:56]2[cH:57][cH:58][cH:59][cH:60][cH:61]2)[cH:62][cH:63][cH:64][cH:65][cH:66]1.[c:67]1([P:68]([c:69]2[cH:70][cH:71][cH:72][cH:73][cH:74]2)[c:75]2[cH:76][cH:77][cH:78][cH:79][cH:80]2)[cH:81][cH:82][cH:83][cH:84][cH:85]1.[c:86]1([P:87]([c:88]2[cH:89][cH:90][cH:91][cH:92][cH:93]2)[c:94]2[cH:95][cH:96][cH:97][cH:98][cH:99]2)[cH:100][cH:101][cH:102][cH:103][cH:104]1>>[c:7]1([C:33]#[N:34])[c:8]2[c:12]([c:13]([CH3:28])[c:14]([O:26][CH3:27])[c:15]1[CH2:16][CH:17]=[C:18]([CH2:19][CH2:20][C:21](=[O:22])[O:23][CH3:24])[CH3:25])[CH2:11][O:10][C:9]2=[O:29]. As a reaction SMILES: [B:34]([Br:35])([Br:36])[Br:37].[C:38](=[O:39])([OH:40])[O-:41].[CH3:43][CH2:44][O:45][C:46](=[O:47])[CH3:48].[Cl:1][c:2]1[c:3]([O:32][CH3:33])[c:4]2[c:9]([cH:10][c:11]1[CH3:12])[CH:8]([NH:13][c:14]1[c:15]3[cH:16][cH:17][nH:18][c:19](=[O:24])[c:20]3[cH:21][cH:22][cH:23]1)[C:7]([C:25]([F:26])([F:27])[F:28])([OH:29])[CH2:6][C:5]2([CH3:30])[CH3:31].[Cl:49][CH2:50][Cl:51].[Na+:42]>>[Cl:1][c:2]1[c:3]([OH:32])[c:4]2[c:9]([cH:10][c:11]1[CH3:12])[CH:8]([NH:13][c:14]1[c:15]3[cH:16][cH:17][nH:18][c:19](=[O:24])[c:20]3[cH:21][cH:22][cH:23]1)[C:7]([C:25]([F:26])([F:27])[F:28])([OH:29])[CH2:6][C:5]2([CH3:30])[CH3:31]. Product: Cc1cc2c(c(O)c1Cl)C(C)(C)CC(O)(C(F)(F)F)C2Nc1cccc2c(=O)[nH]ccc12. The reactants are BrB(Br)Br, O=C([O-])O, CCOC(C)=O, COc1c(Cl)c(C)cc2c1C(C)(C)CC(O)(C(F)(F)F)C2Nc1cccc2c(=O)[nH]ccc12, ClCCl, [Na+].